This data is from the Open Reaction Database (ORD), a public repository of structured organic reaction records. The task is: describe an organic reaction: reactants, conditions, products, and yield The reactants are C(=O)(OC(C)(C)C)N1C[C@@H](C[C@H]1C#C)O ((3R,5S)-N-Boc-3-Hydroxy-5-ethynyl-pyrrolidine), C(C)(=O)C=1C=C(NC1)\C=C\1/C(NC2=CC=C(C(=C12)I)F)=O ((Z)-3-[(4-Acetyl-1H-pyrrol-2-yl)methylene]-1,3-dihydro-5-fluoro-4-iodo-2H-indol-2-one). Reagents/catalysts: C=1C=CC(=CC1)[P](C=2C=CC=CC2)(C=3C=CC=CC3)[Pd]([P](C=4C=CC=CC4)(C=5C=CC=CC5)C=6C=CC=CC6)([P](C=7C=CC=CC7)(C=8C=CC=CC8)C=9C=CC=CC9)[P](C=1C=CC=CC1)(C=1C=CC=CC1)C=1C=CC=CC1 ((Ph3P)4Pd). The solvent is CCOC(=O)C (EtOAc), CN(C)C=O (DMF), CCN(CC)CC (Et3N). Reaction conditions: time 2 hour. The product is C(C)(=O)C=1C=C(NC1)\C=C\1/C(NC2=CC=C(C(=C12)C#C[C@H]1NC[C@@H](C1)O)F)=O ((Z)-3-[(4-Acetyl-1H-pyrrol-2-yl)methylene]-1,3-dihydro-5-fluoro-4-[(2S,4R)-(4-hydroxy-pyrrolidin-2-yl)ethynyl]-2H-indol-2-one). RXN SMILES: C([N:8]1[C@H:12]([C:13]#[CH:14])[CH2:11][C@@H:10]([OH:15])[CH2:9]1)(OC(C)(C)C)=O.[C:16]([C:19]1[CH:20]=[C:21](/[CH:24]=[C:25]2\[C:26](=[O:36])[NH:27][C:28]3[C:33]\2=[C:32](I)[C:31]([F:35])=[CH:30][CH:29]=3)[NH:22][CH:23]=1)(=[O:18])[CH3:17]>CN(C=O)C.CCN(CC)CC.CCOC(C)=O.C1C=CC([P]([Pd]([P](C2C=CC=CC=2)(C2C=CC=CC=2)C2C=CC=CC=2)([P](C2C=CC=CC=2)(C2C=CC=CC=2)C2C=CC=CC=2)[P](C2C=CC=CC=2)(C2C=CC=CC=2)C2C=CC=CC=2)(C2C=CC=CC=2)C2C=CC=CC=2)=CC=1>[C:16]([C:19]1[CH:20]=[C:21](/[CH:24]=[C:25]2\[C:26](=[O:36])[NH:27][C:28]3[C:33]\2=[C:32]([C:14]#[C:13][C@@H:12]2[CH2:11][C@@H:10]([OH:15])[CH2:9][NH:8]2)[C:31]([F:35])=[CH:30][CH:29]=3)[NH:22][CH:23]=1)(=[O:18])[CH3:17] |^1:58,60,79,98|. Reported procedure: Using Method C above, (3R,5S)-N-Boc-3-Hydroxy-5-ethynyl-pyrrolidine (240 mg, 1.13 mmol) (Example 99C above) was coupled with (Z)-3-[(4-acetyl-1H-pyrrol-2-yl)methylene]-1,3-dihydro-5-fluoro-4-iodo-2H-indol-2-one (150 mg, 0.38 mmol) (Example 90B) using (Ph3P)4Pd (43 mg, 0.04 mmol) and a catalytic amount of Cul in a mixture of DMF (5 mL) and Et3N (5 mL) as solvent at 80° C. for 5 hrs. Upon completion, the reaction mixture was diluted with EtOAc and extracted with H2O. The organic layer was dried ov...